Dataset: the Open Reaction Database (ORD), a public repository of structured organic reaction records. Task: describe an organic reaction: reactants, conditions, products, and yield Reactants: COC1=CC=C(C2=C(C=CC=C12)C)C(=O)O (4-Methoxy-8-methyl-1-naphthoic acid), N1CCCCC1 (piperidine). Yields the product COC1=CC=C(C2=C(C=CC=C12)C)C(=O)N1CCCCC1 ((4-Methoxy-8-methylnaphthalen-1-yl)(piperidin-1-yl)methanone). RXN SMILES: [CH3:1][O:2][C:3]1[C:12]2[C:7](=[C:8]([CH3:13])[CH:9]=[CH:10][CH:11]=2)[C:6]([C:14]([OH:16])=O)=[CH:5][CH:4]=1.[NH:17]1[CH2:22][CH2:21][CH2:20][CH2:19][CH2:18]1>>[CH3:1][O:2][C:3]1[C:12]2[C:7](=[C:8]([CH3:13])[CH:9]=[CH:10][CH:11]=2)[C:6]([C:14]([N:17]2[CH2:22][CH2:21][CH2:20][CH2:19][CH2:18]2)=[O:16])=[CH:5][CH:4]=1. Reported procedure: 4-Methoxy-8-methyl-1-naphthoic acid (Step-5 of Intermediate-22) was reacted with piperidine by following the similar procedure as described in Step-6 of Intermediate-22. The reactants are C(C)(=O)O (acetic acid), C(C)(=O)O (acetic acid), NC=1C(NC(=C(C1CC1=CC(=CC(=C1)C)C)CC)C)=O (3-amino-4-(3,5-dimethylbenzyl)-5-ethyl-6-methylpyridin-2(1H)-one), C=O (formaldehyde), C(#N)[BH3-].[Na+] (sodium cyanoborohydride). The solvent is C(C)#N (acetonitrile). Run at time 2 hour. Product: CN(C=1C(NC(=C(C1CC1=CC(=CC(=C1)C)C)CC)C)=O)C (3-dimethylamino-4-(3,5-dimethylbenzyl)-5-ethyl-6-methylpyridin-2(1H)-one). Isolated yield 91.0%. As a reaction SMILES: N[C:2]1[C:3](=[O:20])[NH:4][C:5]([CH3:19])=[C:6]([CH2:17][CH3:18])[C:7]=1[CH2:8][C:9]1[CH:14]=[C:13]([CH3:15])[CH:12]=[C:11]([CH3:16])[CH:10]=1.C=O.[C:23]([BH3-])#[N:24].[Na+].[C:27](O)(=O)C>C(#N)C>[CH3:27][N:24]([CH3:23])[C:2]1[C:3](=[O:20])[NH:4][C:5]([CH3:19])=[C:6]([CH2:17][CH3:18])[C:7]=1[CH2:8][C:9]1[CH:14]=[C:13]([CH3:15])[CH:12]=[C:11]([CH3:16])[CH:10]=1 |f:2.3|. Reported procedure: To a stirred solution of 3-amino-4-(3,5-dimethylbenzyl)-5-ethyl-6-methylpyridin-2(1H)-one (200 mg) and 37% of aqueous formaldehyde (0.60 mL) in 5 mL of acetonitrile was added 139 mg of sodium cyanoborohydride. Glacial acetic acid (0.07 mL) was added dropwise and the reaction mixture was stirred at room temperature for 2 hours. An additional 0.07 mL of glacial acetic acid was added, and stirring was continued for 30 minutes. The solvent was evaporated and 15 mL ether were added to the resulting r...